describe an organic reaction: reactants, conditions, products, and yield From a dataset of the Open Reaction Database (ORD), a public repository of structured organic reaction records. Reactants: scyllitol diborate, C1(C(C(C(C(C1O)O)O)O)O)O (scyllitol), scyllitol diborate, B([O-])([O-])[O-].B([O-])([O-])[O-].B([O-])([O-])[O-].B([O-])([O-])[O-].[Na+].[Na+].[Na+].[Na+].[Na+].[Na+].[Na+].[Na+].[Na+].[Na+].[Na+].[Na+] (sodium tetraborate), B([O-])([O-])OB([O-])[O-] (diborate), C1(C(C(C(C(C1O)O)O)O)O)O (myo-inositol), inositols. Reagents/catalysts: [Ni] (nickel). The solvent is O (water). Reaction conditions: temperature 97.5 celsius. The product is [C@@H]1([C@@H]([C@H]([C@@H]([C@H]([C@@H]1O)O)O)O)O)O (scyllo-inositol). Yield: 17.0%. As a reaction SMILES: [CH:1]1([OH:12])[CH:6]([OH:7])[CH:5]([OH:8])[CH:4]([OH:9])[CH:3]([OH:10])[CH:2]1[OH:11].B([O-])([O-])[O-].B([O-])([O-])[O-].B([O-])([O-])[O-].B([O-])([O-])[O-].[Na+].[Na+].[Na+].[Na+].[Na+].[Na+].[Na+].[Na+].[Na+].[Na+].[Na+].[Na+].B(OB([O-])[O-])([O-])[O-]>O.[Ni]>[C@@H:6]1([OH:7])[C@@H:5]([OH:8])[C@H:4]([OH:9])[C@@H:3]([OH:10])[C@H:2]([OH:11])[C@H:1]1[OH:12] |f:1.2.3.4.5.6.7.8.9.10.11.12.13.14.15.16|. Reported procedure: The first step for the preparation of scyllitol diborate involves a sponge nickel mediated isomerization of myo-inositol in water near reflux to yield a mixture of inositols consisting of roughly 22% scyllitol (as judged by HPLC). After separating the crude reaction mixture from the nickel, scyllitol is selectively converted to scyllitol diborate by treatment with sodium tetraborate at 80-90° C. and pH 9-10. Scyllitol diborate is then crystallized by cooling and is isolated in 17-20% yield and >...